Dataset: the Open Reaction Database (ORD), a public repository of structured organic reaction records. Task: describe an organic reaction: reactants, conditions, products, and yield Reactants: CC12CC(O)C3(Br)C(CCC4=CC(=O)CCC43C)C1CCC2=O, CN(C)C=O, O, O=C(O)CS. Yields the product CC12CC(O)C3C(CCC4=CC(=O)CCC43C)C1CCC2=O. RXN SMILES: [Br:1][C:2]12[C:3]3([CH3:23])[CH2:4][CH2:5][C:6](=[O:22])[CH:7]=[C:8]3[CH2:9][CH2:10][CH:11]1[CH:12]1[CH2:13][CH2:14][C:15](=[O:21])[C:16]1([CH3:17])[CH2:18][CH:19]2[OH:20].[O:30]=[CH:31][N:32]([CH3:33])[CH3:34].[OH2:29].[OH:24][C:25]([CH2:26][SH:27])=[O:28]>>[CH:2]12[C:3]3([CH3:23])[CH2:4][CH2:5][C:6](=[O:22])[CH:7]=[C:8]3[CH2:9][CH2:10][CH:11]1[CH:12]1[CH2:13][CH2:14][C:15](=[O:21])[C:16]1([CH3:17])[CH2:18][CH:19]2[OH:20]. Reaction SMILES: [NH2:1][C:2]1[C:10]2[C:5](=[CH:6][C:7]([C:11]3[N:16]=[C:15]([NH:17]CC4C=CC(OC)=CC=4OC)[N:14]=[C:13]([N:29]4[C@H:34]([C:35]([F:38])([F:37])[F:36])[CH2:33][CH2:32][C@H:31]([C:39]([NH:41][CH:42]5[CH2:47][CH2:46][CH2:45][CH2:44][CH2:43]5)=[O:40])[CH2:30]4)[CH:12]=3)=[CH:8][CH:9]=2)[NH:4][N:3]=1.FC(F)(F)C(O)=O.CCCCCC>CCOC(C)=O>[NH2:17][C:15]1[N:14]=[C:13]([N:29]2[C@H:34]([C:35]([F:37])([F:36])[F:38])[CH2:33][CH2:32][C@H:31]([C:39]([NH:41][CH:42]3[CH2:43][CH2:44][CH2:45][CH2:46][CH2:47]3)=[O:40])[CH2:30]2)[CH:12]=[C:11]([C:7]2[CH:6]=[C:5]3[C:10]([C:2]([NH2:1])=[N:3][NH:4]3)=[CH:9][CH:8]=2)[N:16]=1. Reaction conditions: time 3 hour. The reactants are NC1=NNC2=CC(=CC=C12)C1=CC(=NC(=N1)NCC1=C(C=C(C=C1)OC)OC)N1C[C@H](CC[C@H]1C(F)(F)F)C(=O)NC1CCCCC1 (cis-1-[6-(3-amino-1H-indazol-6-yl)-2-({[2,4-bis(methyloxy)phenyl]methyl}amino)-4-pyrimidinyl]-N-cyclohexyl-6-(trifluoromethyl)-3-piperidinecarboxamide), FC(C(=O)O)(F)F (trifluoroacetic acid), CCCCCC (Hexane). Procedure: To cis-1-[6-(3-amino-1H-indazol-6-yl)-2-({[2,4-bis(methyloxy)phenyl]methyl}amino)-4-pyrimidinyl]-N-cyclohexyl-6-(trifluoromethyl)-3-piperidinecarboxamide (250 mg, 0.38 mmol) was added trifluoroacetic acid (TFA) (6 mL). After 3 hours, LCMS analysis indicated the reaction to be completed. The reaction mixture was concentrated under vacuum, and the resulting residue was co-evaporated from toluene (2×50 mL), then from CH3CN (50 mL). To the resulting pink solid was added a saturated aqueous NaHCO3 so... Yields the product NC1=NC(=CC(=N1)N1C[C@H](CC[C@H]1C(F)(F)F)C(=O)NC1CCCCC1)C1=CC=C2C(=NNC2=C1)N (Cis-1-[2-Amino-6-(3-amino-1H-indazol-6-yl)-4-pyrimidinyl]-N-cyclohexyl-6-(trifluoromethyl)-3-piperidinecarboxamide). Run in CCOC(=O)C (EtOAc). Isolated yield 18.3%. Yields the product C1(CC1)C(=O)C=1C=NC2=CC=C(C=C2C1NC1CCC(CC1)N1CC(CC1)OC)C1=CC(=C(C(=C1)Cl)O)Cl (cyclopropyl(6-(3,5-dichloro-4-hydroxyphenyl)-4-(4-(3-methoxypyrrolidin-1-yl)cyclohexylamino)quinolin-3-yl)methanone). Reactants: BrC=1C=C2C(=C(C=NC2=CC1)C(=O)C1CC1)NC1CCC(CC1)N1CC(CC1)OC ((6-bromo-4-(4-(3-methoxypyrrolidin-1-yl)cyclohexylamino)quinolin-3-yl)(cyclopropyl)methanone), ClC1=C(C(=CC(=C1)B1OC(C(O1)(C)C)(C)C)Cl)O (2,6-dichloro-4-(4,4,5,5-tetramethyl-1,3,2-dioxaborolan-2-yl)phenol). As a reaction SMILES: Br[C:2]1[CH:3]=[C:4]2[C:9](=[CH:10][CH:11]=1)[N:8]=[CH:7][C:6]([C:12]([CH:14]1[CH2:16][CH2:15]1)=[O:13])=[C:5]2[NH:17][CH:18]1[CH2:23][CH2:22][CH:21]([N:24]2[CH2:28][CH2:27][CH:26]([O:29][CH3:30])[CH2:25]2)[CH2:20][CH2:19]1.[Cl:31][C:32]1[CH:37]=[C:36](B2OC(C)(C)C(C)(C)O2)[CH:35]=[C:34]([Cl:47])[C:33]=1[OH:48]>>[CH:14]1([C:12]([C:6]2[CH:7]=[N:8][C:9]3[C:4]([C:5]=2[NH:17][CH:18]2[CH2:23][CH2:22][CH:21]([N:24]4[CH2:28][CH2:27][CH:26]([O:29][CH3:30])[CH2:25]4)[CH2:20][CH2:19]2)=[CH:3][C:2]([C:36]2[CH:37]=[C:32]([Cl:31])[C:33]([OH:48])=[C:34]([Cl:47])[CH:35]=2)=[CH:11][CH:10]=3)=[O:13])[CH2:15][CH2:16]1. The yield is 63.8%. Reported procedure: Following general procedure D, (6-bromo-4-(4-(3-methoxypyrrolidin-1-yl)cyclohexylamino)quinolin-3-yl)(cyclopropyl)methanone (60 mg, 0.13 mmol) was reacted with 2,6-dichloro-4-(4,4,5,5-tetramethyl-1,3,2-dioxaborolan-2-yl)phenol (55 mg, 0.19 mmol) to afford the desired product (46 mg, 64%) as a brown solid: 1H NMR 1H NMR (500 MHz, MeOD+TFA-d) δ 9.42 (s, 1H), 8.46 (s, 1H), 8.31-8.23 (m, 1H), 8.04-7.97 (m, 1H), 7.75 (s, 1H), 7.71 (s, 1H), 4.99 (br s, 1H), 4.23-4.14 (m, 1H), 3.82-3.61 (m, 2H), 3.43-3... Reactants: CCC(C)C(CO)NC(=O)OC(C)(C)C, CS(C)=O, ClCCl, O=S(=O)=O, c1ccncc1. Product: CCC(C)C(C=O)NC(=O)OC(C)(C)C. RXN SMILES: [C:1](=[O:2])([O:3][C:4]([CH3:5])([CH3:6])[CH3:7])[NH:8][CH:9]([CH:10]([CH3:11])[CH2:12][CH3:13])[CH2:14][OH:15].[CH3:29][S:30]([CH3:31])=[O:32].[Cl:26][CH2:27][Cl:28].[S:22](=[O:23])(=[O:24])=[O:25].[n:16]1[cH:17][cH:18][cH:19][cH:20][cH:21]1>>[C:1](=[O:2])([O:3][C:4]([CH3:5])([CH3:6])[CH3:7])[NH:8][CH:9]([CH:10]([CH3:11])[CH2:12][CH3:13])[CH:14]=[O:15]. Starting materials: 1c, ClC1=NC(=C(C2=CC=CC=C12)C1=CC=CC=C1)Cl (1,3-dichloro-4-phenylisoquinoline), N1C=NC=C1 (imidazole), C(CCC)N(CCCC)CCCC (tri-n-butylamine). Run in O1CCOCC1 (dioxane). Product: ClC=1N=C(C2=CC=CC=C2C1C1=CC=CC=C1)C=1NC=CN1 (3-Chloro-1-(imidazolyl)-4-phenylisoquinoline). RXN SMILES: Cl[C:2]1[C:11]2[C:6](=[CH:7][CH:8]=[CH:9][CH:10]=2)[C:5]([C:12]2[CH:17]=[CH:16][CH:15]=[CH:14][CH:13]=2)=[C:4]([Cl:18])[N:3]=1.[NH:19]1[CH:23]=[CH:22][N:21]=[CH:20]1.C(N(CCCC)CCCC)CCC>O1CCOCC1>[Cl:18][C:4]1[N:3]=[C:2]([C:20]2[NH:19][CH:23]=[CH:22][N:21]=2)[C:11]2[C:6]([C:5]=1[C:12]1[CH:17]=[CH:16][CH:15]=[CH:14][CH:13]=1)=[CH:7][CH:8]=[CH:9][CH:10]=2. Reported procedure: 2.74 g (10 moles) of 1,3-dichloro-4-phenylisoquinoline, 1.02 g (15 mmoles) of imidazole and 2.7 g (15 mmoles) of tri-n-butylamine were heated for 18 hours in 5 ml of dioxane under reflux. Working was carried out as described under 1c. Starting materials: [H-].[H-].[H-].[H-].[Li+].[Al+3] (LiAlH4), FC1=CC=C(C=C1)C=1C=NOC1C(=O)OCC (ethyl 4-(4-fluorophenyl)-1,2-oxazole-5-carboxylate). The solvent is O1CCCC1 (tetrahydrofuran), O1CCCC1 (tetrahydrofuran). Reaction conditions: temperature -60 celsius, time 1 hour. The product is FC1=CC=C(C=C1)C=1C=NOC1CO ((4-(4-fluorophenyl)isoxazol-5-yl)methanol). Isolated yield 45.7%. RXN SMILES: [H-].[H-].[H-].[H-].[Li+].[Al+3].[F:7][C:8]1[CH:13]=[CH:12][C:11]([C:14]2[CH:15]=[N:16][O:17][C:18]=2[C:19](OCC)=[O:20])=[CH:10][CH:9]=1>O1CCCC1>[F:7][C:8]1[CH:9]=[CH:10][C:11]([C:14]2[CH:15]=[N:16][O:17][C:18]=2[CH2:19][OH:20])=[CH:12][CH:13]=1 |f:0.1.2.3.4.5|. Procedure: To a stirred mixture of LiAlH4 (259 mg, 6.82 mmol, 2.01 equiv) in anhydrous tetrahydrofuran (10 mL) maintained under nitrogen at −60° C. was added dropwise a solution of ethyl 4-(4-fluorophenyl)-1,2-oxazole-5-carboxylate (800 mg, 3.40 mmol, 1.00 equiv) in tetrahydrofuran (10 mL). The reaction mixture was stirred at −35° C. for 1 h and then quenched by 2.5 mL of saturated NH4Cl solution. The solid material was removed by filtration. The filtrate was dried over anhydrous sodium sulfate and concent... The reactants are C(C)(=O)C=1C=C2CCCCC2=CC1 (6-acetyl-1,2,3,4-tetrahydronaphthalene), CN(C1=CC=C(C=O)C=C1)C (p-dimethylaminobenzaldehyde), [OH-].[Na+] (sodium hydroxide). Run in C(C)O (ethanol). The product is CN(C1=CC=C(C=C1)C=CC(=O)C1=CC=2CCCCC2C=C1)C (3-[4-(Dimethylamino)phenyl]-1-(5,6,7,8-tetrahydronaphthalen-2-yl)-2-propen-1-one). RXN SMILES: [C:1]([C:4]1[CH:5]=[C:6]2[C:11](=[CH:12][CH:13]=1)[CH2:10][CH2:9][CH2:8][CH2:7]2)(=[O:3])[CH3:2].[CH3:14][N:15]([CH3:24])[C:16]1[CH:23]=[CH:22][C:19]([CH:20]=O)=[CH:18][CH:17]=1.[OH-].[Na+]>C(O)C>[CH3:14][N:15]([CH3:24])[C:16]1[CH:23]=[CH:22][C:19]([CH:20]=[CH:2][C:1]([C:4]2[CH:13]=[CH:12][C:11]3[CH2:10][CH2:9][CH2:8][CH2:7][C:6]=3[CH:5]=2)=[O:3])=[CH:18][CH:17]=1 |f:2.3|. Procedure details: A solution of 2.61 g of 6-acetyl-1,2,3,4-tetrahydronaphthalene (15 mmoles) (1), 2.23 g of p-dimethylaminobenzaldehyde (15 mmoles), and 0.66 g of sodium hydroxide in 50 ml of ethanol was stirred under nitrogen at about 60° for 90 hr. The reaction mixture was cooled in an ice bath, and the precipitated solid 3-[4-(dimethylamino)phenyl]-1-(5,6,7,8-tetrahydroaphthalen-2-yl)-2-propen-1-one was collected by filtration and washed with cold ethanol. Yield: 3.0 g (61%); m.p. 134° to 135°. λmax (CHCl3); 4... The reactants are Cc1oc(-c2ccco2)nc1COc1ccc(COc2nn(Cc3ccccc3)cc2CO)cc1OCc1ccccc1, C1CCOC1. The product is Cc1oc(-c2ccco2)nc1COc1ccc(COc2nn(Cc3ccccc3)cc2C=O)cc1OCc1ccccc1. Reaction SMILES: [CH2:1]([c:2]1[cH:3][cH:4][cH:5][cH:6][cH:7]1)[n:8]1[n:9][c:10]([O:15][CH2:16][c:17]2[cH:18][c:19]([O:36][CH2:37][c:38]3[cH:39][cH:40][cH:41][cH:42][cH:43]3)[c:20]([O:23][CH2:24][c:25]3[n:26][c:27](-[c:31]4[o:32][cH:33][cH:34][cH:35]4)[o:28][c:29]3[CH3:30])[cH:21][cH:22]2)[c:11]([CH2:13][OH:14])[cH:12]1.[O:44]1[CH2:45][CH2:46][CH2:47][CH2:48]1>>[CH2:1]([c:2]1[cH:3][cH:4][cH:5][cH:6][cH:7]1)[n:8]1[n:9][c:10]([O:15][CH2:16][c:17]2[cH:18][c:19]([O:36][CH2:37][c:38]3[cH:39][cH:40][cH:41][cH:42][cH:43]3)[c:20]([O:23][CH2:24][c:25]3[n:26][c:27](-[c:31]4[o:32][cH:33][cH:34][cH:35]4)[o:28][c:29]3[CH3:30])[cH:21][cH:22]2)[c:11]([CH:13]=[O:14])[cH:12]1. The reactants are C1CCOC1, COC(=O)c1ccc(C)c(-c2ccc3c(-c4ccc(S(=O)(=O)C(F)(F)F)cc4C)nncc3c2)c1, CO, Cl, [Na+], [OH-]. Product: Cc1ccc(C(=O)O)cc1-c1ccc2c(-c3ccc(S(=O)(=O)C(F)(F)F)cc3C)nncc2c1. As a reaction SMILES: [CH2:39]1[O:40][CH2:41][CH2:42][CH2:43]1.[CH3:1][c:2]1[c:3](-[c:12]2[cH:13][c:14]3[cH:15][n:16][n:17][c:18](-[c:22]4[c:23]([CH3:35])[cH:24][c:25]([S:28](=[O:29])(=[O:30])[C:31]([F:32])([F:33])[F:34])[cH:26][cH:27]4)[c:19]3[cH:20][cH:21]2)[cH:4][c:5]([C:6](=[O:7])[O:8][CH3:9])[cH:10][cH:11]1.[CH3:44][OH:45].[ClH:38].[Na+:37].[OH-:36]>>[CH3:1][c:2]1[c:3](-[c:12]2[cH:13][c:14]3[cH:15][n:16][n:17][c:18](-[c:22]4[c:23]([CH3:35])[cH:24][c:25]([S:28](=[O:29])(=[O:30])[C:31]([F:32])([F:33])[F:34])[cH:26][cH:27]4)[c:19]3[cH:20][cH:21]2)[cH:4][c:5]([C:6](=[O:7])[OH:8])[cH:10][cH:11]1. Starting materials: CC(C)(C)OC(=O)CBr, O=C([O-])[O-], CCOC(C)=O, Cn1ccc(S(=O)(=O)N(Cc2ccc(Cl)cc2)c2cccc(O)c2)n1, [Cs+], [Cs+], CN(C)C=O. Yields the product Cn1ccc(S(=O)(=O)N(Cc2ccc(Cl)cc2)c2cccc(OCC(=O)OC(C)(C)C)c2)n1. As a reaction SMILES: [Br:1][CH2:2][C:3](=[O:4])[O:5][C:6]([CH3:7])([CH3:8])[CH3:9].[C:35](=[O:36])([O-:37])[O-:38].[CH3:46][CH2:47][O:48][C:49](=[O:50])[CH3:51].[Cl:10][c:11]1[cH:12][cH:13][c:14]([CH2:15][N:16]([S:17](=[O:18])(=[O:19])[c:20]2[n:21][n:22]([CH3:25])[cH:23][cH:24]2)[c:26]2[cH:27][c:28]([OH:32])[cH:29][cH:30][cH:31]2)[cH:33][cH:34]1.[Cs+:39].[Cs+:40].[O:41]=[CH:42][N:43]([CH3:44])[CH3:45]>>[CH2:2]([C:3](=[O:4])[O:5][C:6]([CH3:7])([CH3:8])[CH3:9])[O:32][c:28]1[cH:27][c:26]([N:16]([CH2:15][c:14]2[cH:13][cH:12][c:11]([Cl:10])[cH:34][cH:33]2)[S:17](=[O:18])(=[O:19])[c:20]2[n:21][n:22]([CH3:25])[cH:23][cH:24]2)[cH:31][cH:30][cH:29]1.